describe an organic reaction: reactants, conditions, products, and yield From a dataset of the Open Reaction Database (ORD), a public repository of structured organic reaction records. Starting materials: CCOC(=O)OCC, CC(=O)c1cnccn1, [H-], [Na+]. Product: CCOC(=O)CC(=O)c1cnccn1. RXN SMILES: [C:10]([O:11][CH2:12][CH3:13])([O:14][CH2:16][CH3:17])=[O:15].[C:1]([CH3:2])(=[O:3])[c:4]1[n:5][cH:6][cH:7][n:8][cH:9]1.[H-:18].[Na+:19]>>[C:1]([CH2:2][C:10]([O:11][CH2:12][CH3:13])=[O:14])(=[O:3])[c:4]1[n:5][cH:6][cH:7][n:8][cH:9]1. Reactants: [H-].[Na+] (Sodium hydride), C(C=1C(O)=CC=CC1)=O (salicylaldehyde), ClC1=C(C=C(C(=O)OC)C=C1)[N+](=O)[O-] (methyl 4-chloro-3-nitrobenzoate). The solvent is CN(C=O)C (N,N-dimethylformamide), CN(C=O)C (N,N-dimethylformamide). Reaction conditions: temperature 103 celsius. Product: C(=O)C1=C(OC2=C(C=C(C(=O)OC)C=C2)[N+](=O)[O-])C=CC=C1 (Methyl 4-(2-formylphenoxy)-3-nitrobenzoate). Reaction SMILES: [H-].[Na+].[CH:3](=[O:11])[C:4]1[C:5](=[CH:7][CH:8]=[CH:9][CH:10]=1)[OH:6].Cl[C:13]1[CH:22]=[CH:21][C:16]([C:17]([O:19][CH3:20])=[O:18])=[CH:15][C:14]=1[N+:23]([O-:25])=[O:24]>CN(C)C=O>[CH:3]([C:4]1[CH:10]=[CH:9][CH:8]=[CH:7][C:5]=1[O:6][C:13]1[CH:22]=[CH:21][C:16]([C:17]([O:19][CH3:20])=[O:18])=[CH:15][C:14]=1[N+:23]([O-:25])=[O:24])=[O:11] |f:0.1|. Procedure: Sodium hydride (3.09 g) was added in portions to a stirred solution of salicylaldehyde (14.3 g) in N,N-dimethylformamide (180 mL) under nitrogen. To the resulting dark solution was added methyl 4-chloro-3-nitrobenzoate (23.0 g) and N,N-dimethylformamide (50 mL), and the reaction was heated at 103° C. for 2.75 hours. The reaction was evaporated under vacuum, and the resulting oily mixture was partitioned between chloroform and water. The layers were separated, and the chloroform layer was washed ...